Dataset: the Open Reaction Database (ORD), a public repository of structured organic reaction records. Task: describe an organic reaction: reactants, conditions, products, and yield Starting materials: ClC1=CC=C(C=C1)C1=CC=C(O1)C=NN1C(N(C(C1)=O)CCCCCl)=O (1-[[[5-(4-chlorophenyl)-2-furanyl]methlene]amino]-3-(4-chlorobutyl)-2,4-imidazolidinedione), [I-].[Na+] (sodium iodide), C(=O)([O-])[O-].[K+].[K+] (K2CO3), N1CCC(CC1)CCO (4-piperidineethanol). Run in CN(C=O)C (dimethylformamide). Product: Cl.OCCC1CCN(CC1)CCCCN1C(NCC1=O)=O (3-[4-[4-(2-hydroxyethyl)piperidinyl]butyl]-2,4-imidazolidinedione hydrochloride). As a reaction SMILES: [Cl:1]C1C=CC(C2OC(C=N[N:15]3[CH2:19][C:18](=[O:20])[N:17]([CH2:21][CH2:22][CH2:23][CH2:24]Cl)[C:16]3=[O:26])=CC=2)=CC=1.[I-].[Na+].C([O-])([O-])=O.[K+].[K+].[NH:35]1[CH2:40][CH2:39][CH:38]([CH2:41][CH2:42][OH:43])[CH2:37][CH2:36]1>CN(C)C=O>[ClH:1].[OH:43][CH2:42][CH2:41][CH:38]1[CH2:39][CH2:40][N:35]([CH2:24][CH2:23][CH2:22][CH2:21][N:17]2[C:18](=[O:20])[CH2:19][NH:15][C:16]2=[O:26])[CH2:36][CH2:37]1 |f:1.2,3.4.5,8.9|. Reported procedure: A stirred solution of 1-[[[5-(4-chlorophenyl)-2-furanyl]methlene]amino]-3-(4-chlorobutyl)-2,4-imidazolidinedione (5.0 g, 0.0127 mole), (prepared and described above), dimethylformamide (150 ml), sodium iodide (3.8 g, 0.0254 mole), K2CO3 (1.76 g, 0.0127 mole) and 4-piperidineethanol (4.1 g, 0.0318) is heated on a steam bath for 1.5 hour. After cooling, the mixture is concentrated under reduced pressure to a semi-solid residue. This residue is suspended in H2O (300 ml) and is then extracted with C...